From a dataset of the Open Reaction Database (ORD), a public repository of structured organic reaction records. describe an organic reaction: reactants, conditions, products, and yield Starting materials: O=C(O)Cc1ccc(Br)cc1OC1CCCCC1, O=C([O-])[O-], CN(C)C=O, CCI, [K+], [K+], O. The product is CCOC(=O)Cc1ccc(Br)cc1OC1CCCCC1. RXN SMILES: [Br:1][c:2]1[cH:3][c:4]([O:12][CH:13]2[CH2:14][CH2:15][CH2:16][CH2:17][CH2:18]2)[c:5]([CH2:8][C:9](=[O:10])[OH:11])[cH:6][cH:7]1.[C:19](=[O:20])([O-:21])[O-:22].[CH3:29][N:30]([CH3:31])[CH:32]=[O:33].[I:25][CH2:26][CH3:27].[K+:23].[K+:24].[OH2:28]>>[Br:1][c:2]1[cH:3][c:4]([O:12][CH:13]2[CH2:14][CH2:15][CH2:16][CH2:17][CH2:18]2)[c:5]([CH2:8][C:9](=[O:10])[O:11][CH2:26][CH3:27])[cH:6][cH:7]1. The reactants are C(=O)(OCC1=CC=CC=C1)N[C@@H](C)C(=O)N(CC(=O)OCC)C=1C=C2CCCC2=CC1 (ethyl N-carbobenzoxy-L-alanyl-N-(5-indanyl)-glycinate), [OH-].[Na+] (sodium hydroxide), aqueous solution. Solvent: C(C)O (ethanol). Conditions: time 20 hour. Product: C(=O)(OCC1=CC=CC=C1)N[C@@H](C)C(=O)N(CC(=O)O)C=1C=C2CCCC2=CC1 (N-Carbobenzoxy-L-Alanyl-N-(5-Indanyl)-Glycine). RXN SMILES: [C:1]([NH:11][C@H:12]([C:14]([N:16]([C:23]1[CH:24]=[C:25]2[C:29](=[CH:30][CH:31]=1)[CH2:28][CH2:27][CH2:26]2)[CH2:17][C:18]([O:20]CC)=[O:19])=[O:15])[CH3:13])([O:3][CH2:4][C:5]1[CH:10]=[CH:9][CH:8]=[CH:7][CH:6]=1)=[O:2].[OH-].[Na+]>C(O)C>[C:1]([NH:11][C@H:12]([C:14]([N:16]([C:23]1[CH:24]=[C:25]2[C:29](=[CH:30][CH:31]=1)[CH2:28][CH2:27][CH2:26]2)[CH2:17][C:18]([OH:20])=[O:19])=[O:15])[CH3:13])([O:3][CH2:4][C:5]1[CH:6]=[CH:7][CH:8]=[CH:9][CH:10]=1)=[O:2] |f:1.2|. Reported procedure: To a solution of ethyl N-carbobenzoxy-L-alanyl-N-(5-indanyl)-glycinate (14.0 g, 33.0 mmol) in 150 ml ethanol was added sodium hydroxide (25 ml of a 2N aqueous solution, 49.5 mmol) and mixture stirred at room temperature for 20 h. The volatiles were removed under reduced pressure and the residue dissolved in ether and saturated sodium bicarbonate. The organic layer was separated and extracted with saturated sodium bicarbonate. The combined basic extracts were cooled in an ice bath and acidified w... The reactants are CCCc1[nH]c(C)c(C)c1C(=O)OCC, CC1OC(C)OC(C)O1. Product: CCCc1[nH]c(C)c(C)c1CC. As a reaction SMILES: [CH2:1]([CH2:2][CH3:3])[c:4]1[nH:5][c:6]([CH3:15])[c:7]([CH3:14])[c:8]1[C:9]([O:10][CH2:11][CH3:12])=[O:13].[CH3:16][CH:17]1[O:18][CH:19]([CH3:20])[O:21][CH:22]([CH3:23])[O:24]1>>[CH2:1]([CH2:2][CH3:3])[c:4]1[nH:5][c:6]([CH3:15])[c:7]([CH3:14])[c:8]1[CH2:9][CH3:16]. Reactants: O=C([O-])[O-], CC1(C)OB(c2ccc(-n3c(CC4CCN(C(=O)C5CC5)C4)n[nH]c3=O)cc2)OC1(C)C, O=S(=O)(Oc1ccc2ccoc2c1)C(F)(F)F, [K+], [K+], C1COCCO1. Yields the product O=C(C1CC1)N1CCC(Cc2n[nH]c(=O)n2-c2ccc(-c3ccc4ccoc4c3)cc2)C1. Reaction SMILES: [C:50](=[O:51])([O-:52])[O-:53].[CH:1]1([C:4](=[O:5])[N:6]2[CH2:7][CH:8]([CH2:11][c:12]3[n:13](-[c:18]4[cH:19][cH:20][c:21]([B:24]5[O:25][C:26]([CH3:27])([CH3:28])[C:29]([CH3:30])([CH3:31])[O:32]5)[cH:22][cH:23]4)[c:14](=[O:17])[nH:15][n:16]3)[CH2:9][CH2:10]2)[CH2:2][CH2:3]1.[F:33][C:34]([F:35])([F:36])[S:37]([O:38][c:39]1[cH:40][c:41]2[c:42]([cH:43][cH:44][o:45]2)[cH:46][cH:47]1)(=[O:48])=[O:49].[K+:54].[K+:55].[O:56]1[CH2:57][CH2:58][O:59][CH2:60][CH2:61]1>>[CH:1]1([C:4](=[O:5])[N:6]2[CH2:7][CH:8]([CH2:11][c:12]3[n:13](-[c:18]4[cH:19][cH:20][c:21](-[c:39]5[cH:40][c:41]6[c:42]([cH:43][cH:44][o:45]6)[cH:46][cH:47]5)[cH:22][cH:23]4)[c:14](=[O:17])[nH:15][n:16]3)[CH2:9][CH2:10]2)[CH2:2][CH2:3]1.